From a dataset of the Open Reaction Database (ORD), a public repository of structured organic reaction records. describe an organic reaction: reactants, conditions, products, and yield Reactants: NC=1N=C(C2=C(N1)N(N=N2)CC2=CC1=C(N(N=N1)C(=O)OC(C)(C)C)C=C2)C=2OC=CC2 (tert-butyl 5-(5-amino-7-(2-furyl)-3H-triazolo[4,5-d]pyrimidin-3-yl)methyl-1H-benzotriazol-1-carboxylate), C1CCOC1 (THF), CNC (dimethylamine). Run in CO (MeOH). The product is N1N=NC2=C1C=CC(=C2)CN2N=NC1=C2N=C(N=C1C=1OC=CC1)N (3-(1H-Benzotriazol-5-ylmethyl)-7-(2-furyl)-3H-[1,2,3]triazolo[4,5-d]pyrimidine-5-amine). The yield is 30.0%. As a reaction SMILES: [NH2:1][C:2]1[N:3]=[C:4]([C:28]2[O:29][CH:30]=[CH:31][CH:32]=2)[C:5]2[N:10]=[N:9][N:8]([CH2:11][C:12]3[CH:27]=[CH:26][C:15]4[N:16](C(OC(C)(C)C)=O)[N:17]=[N:18][C:14]=4[CH:13]=3)[C:6]=2[N:7]=1.C1COCC1.CNC>CO>[NH:16]1[C:15]2[CH:26]=[CH:27][C:12]([CH2:11][N:8]3[C:6]4[N:7]=[C:2]([NH2:1])[N:3]=[C:4]([C:28]5[O:29][CH:30]=[CH:31][CH:32]=5)[C:5]=4[N:10]=[N:9]3)=[CH:13][C:14]=2[N:18]=[N:17]1. Procedure details: A solution of tert-butyl 5-(5-amino-7-(2-furyl)-3H-triazolo[4,5-d]pyrimidin-3-yl)methyl-1H-benzotriazol-1-carboxylate (as a mixture with the 6-substituted regioisomer) (135 mg, 0.31 mmol) in MeOH (5 mL) and THF (5 mL) was treated with 40% aqueous dimethylamine (0.176 mL, 1.56 mmol), refluxed for 25 min, concentrated in vacuo and the resulting solid triturated with ether, filtered, triturated with MeOH, filtered and dried to give the title compound (31 mg, 30%) as a yellow solid.